describe an organic reaction: reactants, conditions, products, and yield From a dataset of the Open Reaction Database (ORD), a public repository of structured organic reaction records. Starting materials: C1(=CCCCCCC1)C1=CC=C(C=C1)O (p-(1-cyclooctenyl)-phenol), [Na] (sodium), C(C)OC(C(CCCCC)Br)=O (2-bromo-heptanoic acid ethyl ester). Solvent: C(C)O (ethanol). Run at temperature 50 celsius, time 30 minute. The product is C(C)OC(C(CCCCC)OC1=CC=C(C=C1)C1=CCCCCCC1)=O (α-[p-(1-cyclooctenyl)-phenoxy]-heptanoic acid ethyl ester). Reaction SMILES: [Na].[C:2]1([C:10]2[CH:15]=[CH:14][C:13]([OH:16])=[CH:12][CH:11]=2)[CH2:9][CH2:8][CH2:7][CH2:6][CH2:5][CH2:4][CH:3]=1.[CH2:17]([O:19][C:20](=[O:28])[CH:21](Br)[CH2:22][CH2:23][CH2:24][CH2:25][CH3:26])[CH3:18]>C(O)C>[CH2:17]([O:19][C:20](=[O:28])[CH:21]([O:16][C:13]1[CH:12]=[CH:11][C:10]([C:2]2[CH2:9][CH2:8][CH2:7][CH2:6][CH2:5][CH2:4][CH:3]=2)=[CH:15][CH:14]=1)[CH2:22][CH2:23][CH2:24][CH2:25][CH3:26])[CH3:18] |^1:0|. Procedure details: To 2.1 g of sodium in 180 ml of absolute ethanol are added with stirring 15.0 g of p-(1-cyclooctenyl)-phenol. After stirring has continued for a further 30 minutes, 28.5 g of 2-bromo-heptanoic acid ethyl ester are slowly added dropwise to this solution and the mixture is maintained at 50° C for 24 hours. Upon removal of the solvent in vacuo, the residue is partitioned at 0° C between ether and 2N sodium hydroxide solution. The organic phase is washed until neutral, dried over sodium sulphate and...